Dataset: the Open Reaction Database (ORD), a public repository of structured organic reaction records. Task: describe an organic reaction: reactants, conditions, products, and yield The reactants are O[C@@H]1CC(NC1)=O ((4R)-4-hydroxy-2-pyrrolidone), C(C)(=S)O (thioacetic acid), C1(=CC=CC=C1)P(C1=CC=CC=C1)C1=CC=CC=C1 (triphenylphosphine), N(=NC(=O)OCC)C(=O)OCC (diethyl azodicarboxylate). Run in O1CCCC1 (tetrahydrofuran). Run at time 10 minute. Yields the product C(C)(=O)[C@H]1CC(NC1)=S ((4S)-4-acetylthio-2-pyrrolidone). RXN SMILES: [OH:1][C@H:2]1[CH2:6][NH:5][C:4](=O)[CH2:3]1.C1(P(C2C=CC=CC=2)C2C=CC=CC=2)C=CC=CC=1.N(C(OCC)=O)=NC(OCC)=O.[C:39](O)(=[S:41])[CH3:40]>O1CCCC1>[C:2]([C@@H:3]1[CH2:4][NH:5][C:39](=[S:41])[CH2:40]1)(=[O:1])[CH3:6]. Procedure details: In 300 ml of tetrahydrofuran was suspended 4.5 g of (4R)-4-hydroxy-2-pyrrolidone, 23.4 g of triphenylphosphine was added thereto, and the mixture was stirred for 10 minutes. Subsequently, 14 ml of diethyl azodicarboxylate was added dropwise to the reaction mixture at -10° C., and the mixture was stirred at the same temperature for 10 minutes. After 6.3 ml of thioacetic acid was added drop-wise to the reaction mixture at -10° C. or lower, the mixture was stirred at the same temperature for 2 hour... The reactants are COC(=O)N[C@H](C(=O)O)C(C)C ((S)-2-(methoxycarbonylamino)-3-methylbutanoic acid), C[C@H]1O[C@@H](CC(C1)[C@@H](C(=O)O)NC(=O)OC)C ((S)-2-((2R,6R)-2,6-dimethyltetrahydro-2H-pyran-4-yl)-2-(methoxycarbonylamino)acetic acid). Yields the product CC1CCC(N1)C(=O)O (5-methylpyrrolidine-2-carboxylic acid). Reaction SMILES: COC(N[C@@H](C(C)C)C(O)=O)=O.[CH3:13][C@@H:14]1[CH2:19][CH:18]([C@H:20]([NH:24]C(OC)=O)[C:21]([OH:23])=[O:22])C[C@@H](C)O1>>[CH3:13][CH:14]1[NH:24][CH:20]([C:21]([OH:23])=[O:22])[CH2:18][CH2:19]1. Procedure details: (2S,5S)-1-(S)-2-((2R,6R)-2,6-dimethyltetrahydro-2H-pyran-4-yl)-2-(methoxycarbonylamino)acetyl)-5-methylpyrrolidine-2-carboxylic acid was synthesized in a similar manner as Intermediate 4 substituting (S)-2-(methoxycarbonylamino)-3-methylbutanoic acid with (S)-2-((2R,6R)-2,6-dimethyltetrahydro-2H-pyran-4-yl)-2-(methoxycarbonylamino)acetic acid. 1H NMR (400 MHz, Chloroform-d) δ 5.33-5.16 (m, 1H), 4.70-4.59 (m, 1H), 4.54 (t, 1H), 4.34-4.19 (m, 2H), 4.12 (q, 1H), 3.78-3.70 (m, 1H), 3.67 (s, 3H), 2.3...